This data is from the Open Reaction Database (ORD), a public repository of structured organic reaction records. The task is: describe an organic reaction: reactants, conditions, products, and yield The reactants are FC=1C=C(C=CC1F)N1N=CC(=C(C1=O)OS(=O)(=O)C1=CC=C(C)C=C1)C1=CC=C(C=C1)S(=O)(=O)C (2-(3,4-difluorophenyl)-4-tosyloxy-5-[4-(methylsulfonyl)phenyl]-3(2H)-pyridazinone), CC(CO)(C)O (2-methyl-1,2-propanediol). Product: FC=1C=C(C=CC1F)N1N=CC(=C(C1=O)OCC(C)(C)O)C1=CC=C(C=C1)S(=O)(=O)C (2-(3,4-Difluorophenyl)-4-(2-hydroxy-2-methyl-1-propoxy)-5-[4-(methylsulfonyl)phenyl]-3(2H)-pyridazinone). Reaction SMILES: [F:1][C:2]1[CH:3]=[C:4]([N:9]2[C:14](=[O:15])[C:13]([O:16]S(C3C=CC(C)=CC=3)(=O)=O)=[C:12]([C:27]3[CH:32]=[CH:31][C:30]([S:33]([CH3:36])(=[O:35])=[O:34])=[CH:29][CH:28]=3)[CH:11]=[N:10]2)[CH:5]=[CH:6][C:7]=1[F:8].[CH3:37][C:38]([OH:42])([CH3:41])[CH2:39]O>>[F:1][C:2]1[CH:3]=[C:4]([N:9]2[C:14](=[O:15])[C:13]([O:16][CH2:37][C:38]([OH:42])([CH3:41])[CH3:39])=[C:12]([C:27]3[CH:32]=[CH:31][C:30]([S:33]([CH3:36])(=[O:34])=[O:35])=[CH:29][CH:28]=3)[CH:11]=[N:10]2)[CH:5]=[CH:6][C:7]=1[F:8]. Procedure details: The title compound was prepared according to the method of Example 178, substituting 2-(3,4-difluorophenyl)-4-tosyloxy-5-[4-(methylsulfonyl)phenyl]-3(2H)-pyridazinone in place of 2-(4-fluorophenyl)-4-tosyloxy-5-[4-(methylsulfonyl)phenyl]-3(2H)-pyridazinone and substituting 2-methyl-1,2-propanediol in place of 2-ethyl-1-hexanol (yield: 55 mg, 31%). 1H NMR (300 MHz, DMSO-d6) δ 0.97 (s, 6H), 3.30 (s, 3H), 4.20 (s, 2H), 4.54 (s, 1H), 7.52 (m, 1H), 7.62 (m, 1H), 7.81 (m, 1H), 7.98 (d, J=9 Hz, 2H), 8.... Reactants: OCCCBr, Oc1ccc(Br)cc1, O=C([O-])[O-], [K+], [K+], CN(C)C=O, O. The product is OCCCOc1ccc(Br)cc1. RXN SMILES: [Br:15][CH2:16][CH2:17][CH2:18][OH:19].[Br:1][c:2]1[cH:3][cH:4][c:5]([OH:8])[cH:6][cH:7]1.[C:9](=[O:10])([O-:11])[O-:12].[K+:13].[K+:14].[O:21]=[CH:22][N:23]([CH3:24])[CH3:25].[OH2:20]>>[Br:1][c:2]1[cH:3][cH:4][c:5]([O:8][CH2:16][CH2:17][CH2:18][OH:19])[cH:6][cH:7]1. Starting materials: FC1(CC(C1)C(=O)OCC1=CC=CC=C1)F (benzyl 3,3-difluorocyclobutanecarboxylate), C(C)I (EtI), C[Si](C)(C)[N-][Si](C)(C)C.[K+] (KHMDS). Solvent: C1CCOC1 (THF). Conditions: temperature -78 celsius, time 6 hour. Product: C(C)C1(CC(C1)(F)F)C(=O)OCC1=CC=CC=C1 (Benzyl 1-ethyl-3,3-difluorocyclobutanecarboxylate). The yield is 35.6%. RXN SMILES: [F:1][C:2]1([F:16])[CH2:5][CH:4]([C:6]([O:8][CH2:9][C:10]2[CH:15]=[CH:14][CH:13]=[CH:12][CH:11]=2)=[O:7])[CH2:3]1.[CH2:17](I)[CH3:18].C[Si]([N-][Si](C)(C)C)(C)C.[K+]>C1COCC1>[CH2:17]([C:4]1([C:6]([O:8][CH2:9][C:10]2[CH:15]=[CH:14][CH:13]=[CH:12][CH:11]=2)=[O:7])[CH2:3][C:2]([F:16])([F:1])[CH2:5]1)[CH3:18] |f:2.3|. Reported procedure: To a solution of benzyl 3,3-difluorocyclobutanecarboxylate (500 mg, 2.210 mmol) and EtI (0.714 mL, 8.84 mmol) in THF (15 mL) at −78° C. under a N2 atmosphere was added a solution of KHMDS (8.84 mL, 4.42 mmol, 0.5 M in toluene). The resulting solution was stirred at −78° C. for 6 h. The reaction was then allowed to warm to RT and stirred overnight. The reaction mass was then quenched with a saturated aq. solution of NH4Cl and the aqueous layer was extracted with diethyl ether (3×25 mL) The combin... Starting materials: NCCO, O=Cc1ccccc1, Cl, O=C1CNC(=O)N1, O. Product: O=C1NC(=O)C(=Cc2ccccc2)N1. RXN SMILES: [CH2:16]([CH2:17][NH2:18])[OH:19].[CH:8](=[O:9])[c:10]1[cH:11][cH:12][cH:13][cH:14][cH:15]1.[ClH:20].[O:1]=[C:2]1[CH2:3][NH:4][C:5](=[O:6])[NH:7]1.[OH2:21]>>[O:1]=[C:2]1[C:3](=[CH:8][c:10]2[cH:11][cH:12][cH:13][cH:14][cH:15]2)[NH:4][C:5](=[O:6])[NH:7]1. Reactants: CN(C(=O)CCCC=CC=1C=C(C(=O)NC(CO)C)C=CC1)C (3-(5-Dimethylcarbamoyl-pent-1-enyl)-N-(2-hydroxy-1-methyl-ethyl)benzamide), CN(C(=O)CCCCCC=1C=C(C(=O)NC(CO)C)C=CC1)C (3-(5-dimethylcarbamoyl-pentyl)-N-(2-hydroxy-1-methyl-ethyl)-benzamide). Product: CN(C(=O)CCCC#CC=1C=C(C(=O)NC(CO)C)C=CC1)C (3-(5-Dimethylcarbamoyl-pent-1-ynyl)-N-(2-hydroxy-1-methyl-ethyl)benzamide). As a reaction SMILES: [CH3:1][N:2]([CH3:23])[C:3]([CH2:5][CH2:6][CH2:7][CH:8]=[CH:9][C:10]1[CH:11]=[C:12]([CH:20]=[CH:21][CH:22]=1)[C:13]([NH:15][CH:16]([CH3:19])[CH2:17][OH:18])=[O:14])=[O:4].CN(C)C(CCCCCC1C=C(C=CC=1)C(NC(C)CO)=O)=O>>[CH3:23][N:2]([CH3:1])[C:3]([CH2:5][CH2:6][CH2:7][C:8]#[C:9][C:10]1[CH:11]=[C:12]([CH:20]=[CH:21][CH:22]=1)[C:13]([NH:15][CH:16]([CH3:19])[CH2:17][OH:18])=[O:14])=[O:4]. Reported procedure: The alkyne 8 (0.100 g, 0.3 mmol) was synthesized by Lindlar catalyzed reduction using method E to obtain a mixture of 16 and 3-(5-dimethylcarbamoyl-pentyl)-N-(2-hydroxy-1-methyl-ethyl)-benzamide (13) which were separated by reverse-phase HPLC chromatography (20% acetonitrile/80% water 20 min isocratic program)(16, 34 mg). The reactants are C(C=C)S(=O)C1CC(N1C(C(=O)OCC1=CC=C(C=C1)[N+](=O)[O-])C(=S)OC1=CC=C(C=C1)OC)=O (4-nitrobenzyl 2-(4-allylsulphinylazetidin-2-on-1-yl)-3-(4-methoxyphenoxy)-3-thioxopropanate), C1(=CC=CC=C1)P(C1=CC=CC=C1)C1=CC=CC=C1 (triphenylphosphine). The solvent is O1CCOCC1 (dioxan). The product is COC1=CC=C(OC2=C(N3C(CC3S2)=O)C(=O)OCC2=CC=C(C=C2)[N+](=O)[O-])C=C1 (4-Nitrobenzyl 3-(4-methoxyphenoxy)-7-oxo-4-thia-1-azabicyclo[3.2.0]hept-2-ene-2-carboxylate). The yield is 17.2%. RXN SMILES: C(S([CH:6]1[N:9]([CH:10]([C:24]([O:26][C:27]2[CH:32]=[CH:31][C:30]([O:33][CH3:34])=[CH:29][CH:28]=2)=[S:25])[C:11]([O:13][CH2:14][C:15]2[CH:20]=[CH:19][C:18]([N+:21]([O-:23])=[O:22])=[CH:17][CH:16]=2)=[O:12])[C:8](=[O:35])[CH2:7]1)=O)C=C.C1(P(C2C=CC=CC=2)C2C=CC=CC=2)C=CC=CC=1>O1CCOCC1>[CH3:34][O:33][C:30]1[CH:29]=[CH:28][C:27]([O:26][C:24]2[S:25][CH:6]3[N:9]([C:8](=[O:35])[CH2:7]3)[C:10]=2[C:11]([O:13][CH2:14][C:15]2[CH:16]=[CH:17][C:18]([N+:21]([O-:23])=[O:22])=[CH:19][CH:20]=2)=[O:12])=[CH:32][CH:31]=1. Procedure: A mixture of 422 mg of 4-nitrobenzyl 2-(4-allylsulphinylazetidin-2-on-1-yl)-3-(4-methoxyphenoxy)-3-thioxopropanate, 214 mg of triphenylphosphine, and dioxan was heated under an argon atmosphere at 100° for 15 minutes. Then, the mixture was evaporated in vacuo to dryness, and the resulting oil was chromatographed on silica gel. Elution with ethyl acetate-hexane mixtures afforded 60 mg of the title compound (22% of the theoretical yield). RXN SMILES: Cl.Cl.[CH3:3][O:4][C:5](=[O:14])[C@H:6]([CH2:8][C:9]1[N:13]=[CH:12][NH:11][CH:10]=1)[NH2:7].[C:15]([NH:22][C@H:23]([C:31](O)=[O:32])[CH2:24][C:25]1[CH:30]=[CH:29][CH:28]=[CH:27][CH:26]=1)([O:17][C:18]([CH3:21])([CH3:20])[CH3:19])=[O:16].ON1C2C=CC=CC=2N=N1.C1(N=C=NC2CCCCC2)CCCCC1>ClCCl.C(N(CC)CC)C>[CH3:3][O:4][C:5](=[O:14])[C@H:6]([CH2:8][C:9]1[N:13]=[CH:12][NH:11][CH:10]=1)[NH:7][C:31](=[O:32])[C@H:23]([CH2:24][C:25]1[CH:30]=[CH:29][CH:28]=[CH:27][CH:26]=1)[NH:22][C:15]([O:17][C:18]([CH3:21])([CH3:19])[CH3:20])=[O:16] |f:0.1.2|. Procedure details: A slurry of 36.4 g. L-histidine methyl ester dihydrochloride in dichloromethane (1 1.) was cooled to 5° C. and treated with 52 ml. triethylamine. After 10 minutes 40 g. Boc-L-phenylalanine was added followed by 1-hydroxybenzotriazole (30.6 g.), then after another 5 minutes by dicyclohexylcarbodiimide (30.8 g.), and the mixture was stirred at 0° C. for 4 hours and at 20° C. for 90 hours. The mixture was then filtered and the filtered solid was washed with dichloromethane, and the combined organic... Solvent: ClCCl (dichloromethane), C(C)N(CC)CC (triethylamine). Conditions: temperature 20 celsius, time 10 minute. Yields the product COC([C@@H](NC([C@@H](NC(=O)OC(C)(C)C)CC1=CC=CC=C1)=O)CC1=CNC=N1)=O (Boc-L-phenylalanyl-L-histidine methyl ester). The reactants are C(=O)(OC(C)(C)C)N[C@@H](CC1=CC=CC=C1)C(=O)O (Boc-L-phenylalanine), C1(CCCCC1)N=C=NC1CCCCC1 (dicyclohexylcarbodiimide), Cl.Cl.COC([C@@H](N)CC1=CNC=N1)=O (L-histidine methyl ester dihydrochloride), ON1N=NC2=C1C=CC=C2 (1-hydroxybenzotriazole).